Dataset: the Open Reaction Database (ORD), a public repository of structured organic reaction records. Task: describe an organic reaction: reactants, conditions, products, and yield Reactants: CC(C)(C)OC(=O)N1CCN(c2ccc(O)cc2Cl)CC1, CC1(Cn2cc([N+](=O)[O-])nc2Cl)CO1, [H-], [Na+], CN(C)C=O. The product is CC(C)(C)OC(=O)N1CCN(c2ccc(OCC3(C)Cn4cc([N+](=O)[O-])nc4O3)cc2Cl)CC1. Reaction SMILES: [Cl:1][c:2]1[c:3]([N:9]2[CH2:10][CH2:11][N:12]([C:15](=[O:16])[O:17][C:18]([CH3:19])([CH3:20])[CH3:21])[CH2:13][CH2:14]2)[cH:4][cH:5][c:6]([OH:8])[cH:7]1.[Cl:24][c:25]1[n:26]([CH2:33][C:34]2([CH3:37])[O:35][CH2:36]2)[cH:27][c:28]([N+:30](=[O:31])[O-:32])[n:29]1.[H-:22].[Na+:23].[O:38]=[CH:39][N:40]([CH3:41])[CH3:42]>>[Cl:1][c:2]1[c:3]([N:9]2[CH2:10][CH2:11][N:12]([C:15](=[O:16])[O:17][C:18]([CH3:19])([CH3:20])[CH3:21])[CH2:13][CH2:14]2)[cH:4][cH:5][c:6]([O:8][CH2:36][C:34]2([CH3:37])[CH2:33][n:26]3[c:25]([n:29][c:28]([N+:30](=[O:31])[O-:32])[cH:27]3)[O:35]2)[cH:7]1. Reactants: O=[N+]([O-])[O-].[O-][N+]([O-])=O.[O-][N+]([O-])=O.[O-][N+]([O-])=O.[O-][N+]([O-])=O.[O-][N+]([O-])=O.[Ce+4].[NH4+].[NH4+] (CAN), C(C)#N (acetonitrile), OCC1(CC2=C(C(=C(C(=C2C1)OC)OC)OC)OC)CCCCCCCCO (8-(2-hydroxymethyl-4,5,6,7-tetramethoxyindan-2-yl)octanol). Run in O (water), O (Water). Conditions: time 15 minute. Product: OCC1(CC=2C(C(=C(C(C2C1)=O)OC)OC)=O)CCCCCCCCO (8-(2-Hydroxymethyl-5,6-dimethoxy-4,7-dioxoindan-2-yl)octanol). Isolated yield 25.7%. RXN SMILES: O=[N+]([O-])[O-].[O-][N+](=O)[O-].[O-][N+](=O)[O-].[O-][N+](=O)[O-].[O-][N+](=O)[O-].[O-][N+](=O)[O-].[Ce+4].[NH4+].[NH4+].C(#N)C.[OH:31][CH2:32][C:33]1([CH2:50][CH2:51][CH2:52][CH2:53][CH2:54][CH2:55][CH2:56][CH2:57][OH:58])[CH2:41][C:40]2[C:35](=[C:36]([O:48]C)[C:37]([O:46][CH3:47])=[C:38]([O:44][CH3:45])[C:39]=2[O:42]C)[CH2:34]1>O>[OH:31][CH2:32][C:33]1([CH2:50][CH2:51][CH2:52][CH2:53][CH2:54][CH2:55][CH2:56][CH2:57][OH:58])[CH2:41][C:40]2[C:39](=[O:42])[C:38]([O:44][CH3:45])=[C:37]([O:46][CH3:47])[C:36](=[O:48])[C:35]=2[CH2:34]1 |f:0.1.2.3.4.5.6.7.8|. Reported procedure: A water (1.0 ml) solution of CAN (509 mg, 0.928 mmols) was dropwise added to an acetonitrile (4.0 ml) solution of 8-(2-hydroxymethyl-4,5,6,7-tetramethoxyindan-2-yl)octanol (147 mg, 0.371 mmols) with cooling with ice and stirring was continued for 15 minutes. Water was added to the reaction mixture, which was then extracted with ethyl acetate. The organic layer was washed with a saturated aqueous sodium chloride solution, and then dried. The solvent was evaporated in vacuo, and the resulting crud... The reactants are CC1=C(C(=CC(=C1)C)C)S(=O)(=O)[O-].N[N+]1=C(C=C(C=C1)Br)N (1,2-diamino-4-bromopyridinium 2,4,6-trimethylbenzenesulfonate), COC1=C(C(=O)Cl)C=CC=C1 (2-methoxybenzoyl chloride). Product: BrC1=CC=2N(C=C1)N=C(N2)C2=C(C=CC=C2)OC (7-bromo-2-(2-methoxyphenyl)-[1,2,4]triazolo[1,5-a]pyridine). Isolated yield 28.4%. As a reaction SMILES: CC1C=C(C)C=C(C)C=1S([O-])(=O)=O.[NH2:14][N+:15]1[CH:20]=[CH:19][C:18]([Br:21])=[CH:17][C:16]=1[NH2:22].[CH3:23][O:24][C:25]1[CH:33]=[CH:32][CH:31]=[CH:30][C:26]=1[C:27](Cl)=O>>[Br:21][C:18]1[CH:19]=[CH:20][N:15]2[N:14]=[C:27]([C:26]3[CH:30]=[CH:31][CH:32]=[CH:33][C:25]=3[O:24][CH3:23])[N:22]=[C:16]2[CH:17]=1 |f:0.1|. Procedure: The product was prepared in the same manner as described in example 1b using 1,2-diamino-4-bromopyridinium 2,4,6-trimethylbenzenesulfonate (2.2 g, 5.67 mmol) and 2-methoxybenzoyl chloride (1.52 ml, 11.3 mmol) as starting materials. The reaction affords 7-bromo-2-(2-methoxyphenyl)-[1,2,4]triazolo[1,5-a]pyridine (490 mg, 28.4%) as a white solid. MS: m/z=306.0 (M+H+). As a reaction SMILES: [ClH:1].[C:2]([CH:4]1[C:16]2[CH:15]=[CH:14][CH:13]=[CH:12][C:11]=2[C:10]2[C:5]1=[CH:6][CH:7]=[CH:8][CH:9]=2)#[N:3].[CH2:17]([OH:19])[CH3:18]>CCOCC>[CH2:17]([O:19][C:2]([CH:4]1[C:16]2[CH:15]=[CH:14][CH:13]=[CH:12][C:11]=2[C:10]2[C:5]1=[CH:6][CH:7]=[CH:8][CH:9]=2)=[NH:3])[CH3:18].[OH2:19].[ClH:1].[ClH:1] |f:5.6.7|. Reactants: C(C)O (ethanol), Cl (hydrogen chloride), C(#N)C1C2=CC=CC=C2C=2C=CC=CC12 (9-cyanofluorene). Conditions: time 8 hour. The solvent is CCOCC (ether). Procedure: Dry hydrogen chloride was passed for 3 hours into a solution of 9-cyanofluorene (15 67.85; g.; see, for example, J. Amer. Chem. Soc., 1949, 71, 1500) in ether (1 l.) ans absolute ethanol (45 ml.) at 0°C. The mixture was left at 0°C overnight, the solid filtered, washed with ether and dried under vacuum at room temperature to give the title compound as its hydrochloride hemihydrate (17.61 g., m.p. 262°-263°C dec.). Found: C, 68.5; H, 6.05; N, 4.95%. C16H13NO.HCl.1/2H2O requires C, 687.85; H, 6.05... Yields the product C(C)OC(=N)C1C2=CC=CC=C2C=2C=CC=CC12 (9H-Fluorene-9-carboximidic acid ethyl ester), O.Cl.Cl (hydrochloride hemihydrate). Starting materials: ClC=1C=C(OCC(=O)OCC)C=CC1CCN[C@H]([C@@H](C1=CC=C(C=C1)O)O)C (ethyl 2-[3-chloro-4-[2-[[(1S,2R)-2-hydroxy-2-(4-hydroxyphenyl)-1-methylethyl]amino]ethyl]phenoxy]-acetate), C(C)OC(C)=O.Cl (hydrogen chloride ethyl acetate). Solvent: C(C)(=O)OCC (ethyl acetate). Yields the product Cl.ClC=1C=C(OCC(=O)OCC)C=CC1CCN[C@H]([C@@H](C1=CC=C(C=C1)O)O)C (ethyl 2-[3-chloro-4-[2-[[(1S,2R)-2-hydroxy-2-(4-hydroxyphenyl)-1-methylethyl]amino]ethyl]-phenoxy]acetate hydrochloride). Isolated yield 168.3%. As a reaction SMILES: [Cl:1][C:2]1[CH:3]=[C:4]([CH:12]=[CH:13][C:14]=1[CH2:15][CH2:16][NH:17][C@@H:18]([CH3:28])[C@H:19]([OH:27])[C:20]1[CH:25]=[CH:24][C:23]([OH:26])=[CH:22][CH:21]=1)[O:5][CH2:6][C:7]([O:9][CH2:10][CH3:11])=[O:8].C(OC(=O)C)C.Cl>C(OCC)(=O)C>[ClH:1].[Cl:1][C:2]1[CH:3]=[C:4]([CH:12]=[CH:13][C:14]=1[CH2:15][CH2:16][NH:17][C@@H:18]([CH3:28])[C@H:19]([OH:27])[C:20]1[CH:21]=[CH:22][C:23]([OH:26])=[CH:24][CH:25]=1)[O:5][CH2:6][C:7]([O:9][CH2:10][CH3:11])=[O:8] |f:1.2,4.5|. Procedure details: To a stirred solution of ethyl 2-[3-chloro-4-[2-[[(1S,2R)-2-hydroxy-2-(4-hydroxyphenyl)-1-methylethyl]amino]ethyl]phenoxy]-acetate (120 mg) in ethyl acetate (2.0 ml) was added 4N hydrogen chloride ethyl acetate solution (220 μl) under ice-cooling, and the mixture was vigorously stirred for an hour at room temperature. Collection of the resulting precipitates by filtration gave ethyl 2-[3-chloro-4-[2-[[(1S,2R)-2-hydroxy-2-(4-hydroxyphenyl)-1-methylethyl]amino]ethyl]-phenoxy]acetate hydrochloride ... Starting materials: N[C@@H](C(C)C)C(=O)O (L-valine), O1CCCC1 (tetrahydrofuran), ClCCN(C(=O)N=[N+]=[N-])N=O ((2-chloroethyl)-nitrosocarbamoyl azide). Solvent: C([O-])([O-])=O.[K+].[K+] (potassium carbonate). Conditions: time 2 hour. Product: ClCCN(C(=O)N[C@@H](C(C)C)C(=O)O)N=O (N-{(2-chloroethyl)-nitrosocarbamoyl}-L-valine). Yield: 64.3%. Reaction SMILES: [NH2:1][C@H:2]([C:6]([OH:8])=[O:7])[CH:3]([CH3:5])[CH3:4].O1CCCC1.[Cl:14][CH2:15][CH2:16][N:17]([N:23]=[O:24])[C:18](N=[N+]=[N-])=[O:19]>C(=O)([O-])[O-].[K+].[K+]>[Cl:14][CH2:15][CH2:16][N:17]([N:23]=[O:24])[C:18]([NH:1][C@H:2]([C:6]([OH:8])=[O:7])[CH:3]([CH3:5])[CH3:4])=[O:19] |f:3.4.5|. Procedure details: Dissolved in a 5% aqueous potassium carbonate solution was 2.1 g of L-valine, and a tetrahydrofuran solution containing 3.2 g of (2-chloroethyl)-nitrosocarbamoyl azide was added at 0° C. The mixture was stirred for two hours. The reaction solution was washed with ether, neutralized with hydrochloric acid, and extracted with ether to obtain 2.9 g (Yield 64%) of N-{(2-chloroethyl)-nitrosocarbamoyl}-L-valine as a slightly yellow oil.